From a dataset of the Open Reaction Database (ORD), a public repository of structured organic reaction records. describe an organic reaction: reactants, conditions, products, and yield Starting materials: CC(=O)Nc1ccc(CCc2cccc(C(=O)Nc3cccc(N4CCN(C(=O)OC(C)(C)C)CC4)c3C(F)(F)F)c2)cn1, O=C([O-])O, CCOC(C)=O, CCO, [Na+], [Na+], [OH-]. Yields the product CC(C)(C)OC(=O)N1CCN(c2cccc(NC(=O)c3cccc(CCc4ccc(N)nc4)c3)c2C(F)(F)F)CC1. RXN SMILES: [C:1]([CH3:2])([CH3:3])([CH3:4])[O:5][C:6](=[O:7])[N:8]1[CH2:9][CH2:10][N:11]([c:14]2[c:15]([C:41]([F:42])([F:43])[F:44])[c:16]([NH:20][C:21](=[O:22])[c:23]3[cH:24][c:25]([CH2:29][CH2:30][c:31]4[cH:32][n:33][c:34]([NH:37][C:38](=[O:39])[CH3:40])[cH:35][cH:36]4)[cH:26][cH:27][cH:28]3)[cH:17][cH:18][cH:19]2)[CH2:12][CH2:13]1.[C:47](=[O:48])([OH:49])[O-:50].[CH3:52][CH2:53][O:54][C:55](=[O:56])[CH3:57].[CH3:58][CH2:59][OH:60].[Na+:46].[Na+:51].[OH-:45]>>[C:1]([CH3:2])([CH3:3])([CH3:4])[O:5][C:6](=[O:7])[N:8]1[CH2:9][CH2:10][N:11]([c:14]2[c:15]([C:41]([F:42])([F:43])[F:44])[c:16]([NH:20][C:21](=[O:22])[c:23]3[cH:24][c:25]([CH2:29][CH2:30][c:31]4[cH:32][n:33][c:34]([NH2:37])[cH:35][cH:36]4)[cH:26][cH:27][cH:28]3)[cH:17][cH:18][cH:19]2)[CH2:12][CH2:13]1.